Dataset: the Open Reaction Database (ORD), a public repository of structured organic reaction records. Task: describe an organic reaction: reactants, conditions, products, and yield Starting materials: [Li+].[OH-] (LiOH), [Br-].C(C(C)C)[Zn+] (isobutylzinc(II) bromide), Cl (HCl), ClC1=C(C=C(COC2=CC=3C4=C(NC3C=C2)C(CC4)CC(=O)OCC)C=C1)C(F)(F)F (Ethyl 2-(7-(4-chloro-3-(trifluoromethyl)benzyloxy)-1,2,3,4-tetrahydrocyclopenta[b]indol-3-yl)acetate), [Br-].C(C(C)C)[Zn+] (isobutylzinc(II) bromide). Reagents/catalysts: CC(C)([P](C(C)(C)C)([Pd][P](C(C)(C)C)(C(C)(C)C)C(C)(C)C)C(C)(C)C)C (bis(tri-t-butylphosphine)palladium(0)). Run in O1CCOCC1 (dioxane), C1CCOC1 (THF). Run at time 16 hour. Product: C(C(C)C)C1=C(C=C(COC2=CC=3C4=C(NC3C=C2)C(CC4)CC(=O)O)C=C1)C(F)(F)F (2-(7-(4-Isobutyl-3-(trifluoromethyl)benzyloxy)-1,2,3,4-tetrahydrocyclopenta[b]indol-3-yl)acetic Acid). The yield is 16.7%. As a reaction SMILES: Cl[C:2]1[CH:27]=[CH:26][C:5]([CH2:6][O:7][C:8]2[CH:16]=[CH:15][C:14]3[NH:13][C:12]4[CH:17]([CH2:20][C:21]([O:23]CC)=[O:22])[CH2:18][CH2:19][C:11]=4[C:10]=3[CH:9]=2)=[CH:4][C:3]=1[C:28]([F:31])([F:30])[F:29].[Br-].[CH2:33]([Zn+])[CH:34]([CH3:36])[CH3:35].[Li+].[OH-].Cl>C1COCC1.CC(C)([P](C(C)(C)C)([Pd][P](C(C)(C)C)(C(C)(C)C)C(C)(C)C)C(C)(C)C)C.O1CCOCC1>[CH2:33]([C:2]1[CH:27]=[CH:26][C:5]([CH2:6][O:7][C:8]2[CH:16]=[CH:15][C:14]3[NH:13][C:12]4[CH:17]([CH2:20][C:21]([OH:23])=[O:22])[CH2:18][CH2:19][C:11]=4[C:10]=3[CH:9]=2)=[CH:4][C:3]=1[C:28]([F:31])([F:29])[F:30])[CH:34]([CH3:36])[CH3:35] |f:1.2,3.4,^1:48,54|. Reported procedure: Ethyl 2-(7-(4-chloro-3-(trifluoromethyl)benzyloxy)-1,2,3,4-tetrahydrocyclopenta[b]indol-3-yl)acetate (200 mg, 0.443 mmol) was dissolved in THF (7 mL) and isobutylzinc(II) bromide (2.66 mL, 1.328 mmol) and bis(tri-t-butylphosphine)palladium(0) (0.011 g, 0.022 mmol) were added. The reaction was stirred at room temperature for 16 h and warmed to 50° C. After stirring for 24 h, isobutylzinc(II) bromide (4 mL) was added and the mixture was heated to 90° C. The reaction was cooled to room temperature,... The reactants are [Br-], CCC1(O)CC(=O)OCc2c1ccn(Cc1cc3cc4c(cc3nc1I)OCCO4)c2=O, CC(=O)[O-], CCCC[N+](CCCC)(CCCC)CCCC, CC#N, [Na+], [Pd]. Yields the product CCC1(O)CC(=O)OCc2c1cc1n(c2=O)Cc2cc3cc4c(cc3nc2-1)OCCO4. Reaction SMILES: [Br-:38].[CH2:1]([CH3:2])[C:3]1([OH:32])[CH2:4][C:5](=[O:31])[O:6][CH2:7][c:8]2[c:9](=[O:30])[n:10]([CH2:14][c:15]3[c:16]([I:29])[n:17][c:18]4[cH:19][c:20]5[c:21]([cH:22][c:23]4[cH:24]3)[O:25][CH2:26][CH2:27][O:28]5)[cH:11][cH:12][c:13]21.[CH3:34][C:35](=[O:36])[O-:37].[CH3:39][CH2:40][CH2:41][CH2:42][N+:43]([CH2:44][CH2:45][CH2:46][CH3:47])([CH2:48][CH2:49][CH2:50][CH3:51])[CH2:52][CH2:53][CH2:54][CH3:55].[CH3:56][C:57]#[N:58].[Na+:33].[Pd:59]>>[CH2:1]([CH3:2])[C:3]1([OH:32])[CH2:4][C:5](=[O:31])[O:6][CH2:7][c:8]2[c:9](=[O:30])[n:10]3[c:11]([cH:12][c:13]21)-[c:16]1[c:15]([cH:24][c:23]2[c:18]([n:17]1)[cH:19][c:20]1[c:21]([cH:22]2)[O:25][CH2:26][CH2:27][O:28]1)[CH2:14]3. The reactants are C(C)(=O)OC(C)=O (acetic anhydride), C1=CC(=C(C=C1C2C(CC=3C(=CC(=CC3O2)O)O)O)O)O.[CH2-]C(=O)C (catechin acetonide), N1=CC=CC=C1 (pyridine). Run in O (water). Yields the product CC(=O)CC(=O)CC(=O)O (triacetate), C1=CC(=C(C=C1C2C(CC=3C(=CC(=CC3O2)O)O)O)O)O.[CH2-]C(=O)C (catechin acetonide). As a reaction SMILES: [CH:1]1[C:6]([CH:7]2[O:16][C:15]3[CH:14]=[C:13]([OH:17])[CH:12]=[C:11]([OH:18])[C:10]=3[CH2:9][CH:8]2[OH:19])=[CH:5][C:4]([OH:20])=[C:3]([OH:21])[CH:2]=1.[CH2-:22][C:23]([CH3:25])=[O:24].N1C=CC=CC=1.C(OC(=O)C)(=O)C>O>[CH3:14][C:13]([CH2:12][C:11]([CH2:10][C:15]([OH:24])=[O:16])=[O:18])=[O:17].[CH:1]1[C:6]([CH:7]2[O:16][C:15]3[CH:14]=[C:13]([OH:17])[CH:12]=[C:11]([OH:18])[C:10]=3[CH2:9][CH:8]2[OH:19])=[CH:5][C:4]([OH:20])=[C:3]([OH:21])[CH:2]=1.[CH2-:22][C:23]([CH3:25])=[O:24] |f:0.1,6.7|. Procedure details: 5 g. of catechin acetonide were dissolved in 25 ml. of pyridine and 25 ml. of acetic anhydride added to the solution which was then left to react overnight at room temperature. The reaction mixture was subsequently poured with mechanical agitation into 500 ml. of water at 4°-5° C. The obtained precipitate was filtered and washed with water to neutrality. On crystallisation from a mixture of isopropanol and water, 5 g. of triacetate of catechin acetonide were obtained. The product melted at 120°-... Starting materials: C([O-])([O-])=O.[K+].[K+] (potassium carbonate), ClC=1C2=C(N=CN1)C=CN2 (4-Chloro-5H-pyrrolo[3,2-d]pyrimidine), OCC1=CC=C(CCl)C=C1 (4-Hydroxymethylbenzyl chloride). Run in O (water), CN(C=O)C (N,N-dimethylformamide). Run at time 30 minute. Yields the product ClC=1C2=C(N=CN1)C=CN2CC2=CC=C(C=C2)CO ({4-[(4-chloro-5H-pyrrolo[3,2-d]pyrimidin-5-yl)methyl]phenyl}methanol). Yield: 70.0%. As a reaction SMILES: [Cl:1][C:2]1[C:3]2[NH:10][CH:9]=[CH:8][C:4]=2[N:5]=[CH:6][N:7]=1.C(=O)([O-])[O-].[K+].[K+].[OH:17][CH2:18][C:19]1[CH:26]=[CH:25][C:22]([CH2:23]Cl)=[CH:21][CH:20]=1>CN(C)C=O.O>[Cl:1][C:2]1[C:3]2[N:10]([CH2:23][C:22]3[CH:25]=[CH:26][C:19]([CH2:18][OH:17])=[CH:20][CH:21]=3)[CH:9]=[CH:8][C:4]=2[N:5]=[CH:6][N:7]=1 |f:1.2.3|. Reported procedure: 4-Chloro-5H-pyrrolo[3,2-d]pyrimidine (307 mg) was dissolved in N,N-dimethylformamide (2 mL), potassium carbonate (304 mg) was added, and the mixture was stirred at room temperature for 30 min. 4-Hydroxymethylbenzyl chloride (377 mg) was added, and the mixture was stirred at room temperature for 16 hrs. After diluting with water (30 mL), the mixture was extracted with ethyl acetate/tetrahydrofuran (3:1, 80 mL×2). The organic layer was dried over magnesium sulfate and concentrated under reduced pr...